Dataset: the Open Reaction Database (ORD), a public repository of structured organic reaction records. Task: describe an organic reaction: reactants, conditions, products, and yield The reactants are CN(C)C=O, CCOC(=O)C(=NOC)c1csc(NC=O)n1, O=c1n(Cl)c(=O)n(Cl)c(=O)n1Cl, O. The product is CCOC(=O)C(=NOC)c1nc(NC=O)sc1Cl. RXN SMILES: [CH3:31][N:32]([CH3:33])[CH:34]=[O:35].[CH:13](=[O:14])[NH:15][c:16]1[s:17][cH:18][c:19]([C:21]([C:22](=[O:23])[O:24][CH2:25][CH3:26])=[N:27][O:28][CH3:29])[n:20]1.[Cl:1][n:2]1[c:3](=[O:4])[n:5]([Cl:6])[c:7](=[O:8])[n:9]([Cl:10])[c:11]1=[O:12].[OH2:30]>>[Cl:1][c:18]1[s:17][c:16]([NH:15][CH:13]=[O:14])[n:20][c:19]1[C:21]([C:22](=[O:23])[O:24][CH2:25][CH3:26])=[N:27][O:28][CH3:29]. The reactants are C(#N)C1=CC=C(OC2=CC=C(C=C2)CC(=O)O)C=C1 ([p-(p-cyanophenoxy)phenyl]acetic acid), CO (methanol). Solvent: S(=O)(Cl)Cl (thionyl chloride). Run at time 1 hour. Yields the product COC(CC1=CC=C(C=C1)OC1=CC=C(C=C1)C#N)=O (Methyl[p-(p-cyanophenoxy)phenyl]acetate). Reaction SMILES: [C:1]([C:3]1[CH:19]=[CH:18][C:6]([O:7][C:8]2[CH:13]=[CH:12][C:11]([CH2:14][C:15]([OH:17])=[O:16])=[CH:10][CH:9]=2)=[CH:5][CH:4]=1)#[N:2].[CH3:20]O>S(Cl)(Cl)=O>[CH3:20][O:16][C:15](=[O:17])[CH2:14][C:11]1[CH:12]=[CH:13][C:8]([O:7][C:6]2[CH:18]=[CH:19][C:3]([C:1]#[N:2])=[CH:4][CH:5]=2)=[CH:9][CH:10]=1. Procedure: A solution of 22.25 g of [p-(p-cyanophenoxy)phenyl]acetic acid in 55 ml of thionyl chloride is refluxed for one hour. The solvent is removed under vacuum, benzene is added (three times) and the solvent removed under vacuum. The residue is dissolved in 135 ml of methanol and stirred at room temperature for 1 hour. The solvent is removed under vacuum to give a gum. The gum is dissolved in 50 ml of warm methanol and the solution is chilled and filtered to give the product, mp 58°-60° C. Starting materials: CCCCCC(C(=O)OCC)c1cccc(N)c1, CC(C)=CC(=O)Cl, ClC(Cl)Cl. The product is CCCCCC(C(=O)OCC)c1cccc(NC(=O)C=C(C)C)c1. As a reaction SMILES: [CH2:1]([CH3:2])[O:3][C:4]([CH:5]([CH2:6][CH2:7][CH2:8][CH2:9][CH3:10])[c:11]1[cH:12][c:13]([NH2:17])[cH:14][cH:15][cH:16]1)=[O:18].[CH3:19][C:20](=[CH:21][C:22](=[O:23])[Cl:24])[CH3:25].[CH:26]([Cl:27])([Cl:28])[Cl:29]>>[CH2:1]([CH3:2])[O:3][C:4]([CH:5]([CH2:6][CH2:7][CH2:8][CH2:9][CH3:10])[c:11]1[cH:12][c:13]([NH:17][C:22]([CH:21]=[C:20]([CH3:19])[CH3:25])=[O:23])[cH:14][cH:15][cH:16]1)=[O:18]. Reactants: O=C(O)C(F)(F)F, O=C(O)CNc1nc(-c2ccc(F)cc2)cs1, Nc1ccccc1. Product: O=C(O)C(F)(F)F, O=C(CNc1nc(-c2ccc(F)cc2)cs1)Nc1ccccc1. As a reaction SMILES: [F:1][C:2]([C:3](=[O:4])[OH:5])([F:6])[F:7].[F:8][c:9]1[cH:10][cH:11][c:12](-[c:15]2[n:16][c:17]([NH:20][CH2:21][C:22](=[O:23])[OH:24])[s:18][cH:19]2)[cH:13][cH:14]1.[NH2:25][c:26]1[cH:27][cH:28][cH:29][cH:30][cH:31]1>>[F:1][C:2]([C:3](=[O:4])[OH:5])([F:6])[F:7].[F:8][c:9]1[cH:10][cH:11][c:12](-[c:15]2[n:16][c:17]([NH:20][CH2:21][C:22](=[O:24])[NH:25][c:26]3[cH:27][cH:28][cH:29][cH:30][cH:31]3)[s:18][cH:19]2)[cH:13][cH:14]1. Starting materials: O=C=Nc1cc(F)ccc1F, CC(C)(C)C(N)C(=O)NC1CCN(Cc2ccccc2)C1. Product: CC(C)(C)C(NC(=O)Nc1cc(F)ccc1F)C(=O)NC1CCN(Cc2ccccc2)C1. As a reaction SMILES: [F:1][c:2]1[c:3]([N:9]=[C:10]=[O:11])[cH:4][c:5]([F:8])[cH:6][cH:7]1.[NH2:12][CH:13]([C:14](=[O:15])[NH:16][CH:17]1[CH2:18][N:19]([CH2:22][c:23]2[cH:24][cH:25][cH:26][cH:27][cH:28]2)[CH2:20][CH2:21]1)[C:29]([CH3:30])([CH3:31])[CH3:32]>>[F:1][c:2]1[c:3]([NH:9][C:10](=[O:11])[NH:12][CH:13]([C:14](=[O:15])[NH:16][CH:17]2[CH2:18][N:19]([CH2:22][c:23]3[cH:24][cH:25][cH:26][cH:27][cH:28]3)[CH2:20][CH2:21]2)[C:29]([CH3:30])([CH3:31])[CH3:32])[cH:4][c:5]([F:8])[cH:6][cH:7]1. Reactants: N (ammonia), C[Si](Br)(C)C (trimethylbromosilane), ice water, CC(C)C[C@H]1C(=O)N2CCC[C@H]2[C@]3(N1C(=O)[C@](O3)(C(C)C)NC(=O)[C@H]4CN([C@@H]5CC6=CNC7=C6C(=CC=C7)C5=C4)C)O (α-ergocryptine). Run in CS(=O)C (dimethylsulfoxide). Reaction conditions: time 15 minute. Product: CC(C)C[C@H]1C(=O)N2CCC[C@H]2[C@]3(N1C(=O)[C@](O3)(C(C)C)NC(=O)[C@H]4CN([C@@H]5CC6=C(NC7=CC=CC(=C67)C5=C4)Br)C)O (2-bromo-α-ergocryptine). As a reaction SMILES: C[Si](C)(C)[Br:3].[CH3:6][CH:7]([CH2:9][C@@H:10]1[N:19]2[C:20]([C@@:22]([NH:27][C:28]([C@@H:30]3[CH:45]=[C:44]4[C@@H:33]([CH2:34][C:35]5[C:39]6[C:40]4=[CH:41][CH:42]=[CH:43][C:38]=6[NH:37][CH:36]=5)[N:32]([CH3:46])[CH2:31]3)=[O:29])([CH:24]([CH3:26])[CH3:25])[O:23][C@@:18]2([OH:47])[C@H:17]2[N:13]([CH2:14][CH2:15][CH2:16]2)[C:11]1=[O:12])=[O:21])[CH3:8].N>CS(C)=O>[CH3:8][CH:7]([CH2:9][C@@H:10]1[N:19]2[C:20]([C@@:22]([NH:27][C:28]([C@@H:30]3[CH:45]=[C:44]4[C@@H:33]([CH2:34][C:35]5[C:39]6[C:38](=[CH:43][CH:42]=[CH:41][C:40]=64)[NH:37][C:36]=5[Br:3])[N:32]([CH3:46])[CH2:31]3)=[O:29])([CH:24]([CH3:25])[CH3:26])[O:23][C@@:18]2([OH:47])[C@H:17]2[N:13]([CH2:14][CH2:15][CH2:16]2)[C:11]1=[O:12])=[O:21])[CH3:6]. Reported procedure: 1.3 ml of trimethylbromosilane (6 equivalents as calculated for α-ergocryptine to be brominated) are added to 40 ml of anhydrous dimethylsulfoxide and the solution is stirred at room temperature for 15 minutes. After adding 1 g (0.001739 mole) of α-ergocryptine, the mixture is stirred at room temperature for 10 minutes, then poured into 200 ml of ice-water and the pH value is adjusted to 8-9 by adding aqueous ammonia. The aqueous solution is extracted 3 times with 50 ml of dichloromethane each, ... Starting materials: ClCCl, CC(C)(C)[Si](C)(C)OC(Cc1ccccc1)C(=O)Cl, C=CC1CCC(=O)N1, [Cl-], [H-], [Na+], C1CCOC1. The product is C=CC1CCC(=O)N1C(=O)C(Cc1ccccc1)O[Si](C)(C)C(C)(C)C. As a reaction SMILES: [CH2:36]([Cl:37])[Cl:38].[CH3:11][C:12]([CH3:13])([CH3:14])[Si:15]([O:16][CH:17]([C:18](=[O:19])[Cl:20])[CH2:21][c:22]1[cH:23][cH:24][cH:25][cH:26][cH:27]1)([CH3:28])[CH3:29].[CH:3](=[CH2:4])[CH:5]1[CH2:6][CH2:7][C:8](=[O:10])[NH:9]1.[Cl-:30].[H-:1].[Na+:2].[O:31]1[CH2:32][CH2:33][CH2:34][CH2:35]1>>[CH:3](=[CH2:4])[CH:5]1[CH2:6][CH2:7][C:8](=[O:10])[N:9]1[C:18]([CH:17]([O:16][Si:15]([C:12]([CH3:11])([CH3:13])[CH3:14])([CH3:28])[CH3:29])[CH2:21][c:22]1[cH:23][cH:24][cH:25][cH:26][cH:27]1)=[O:19].